This data is from the Open Reaction Database (ORD), a public repository of structured organic reaction records. The task is: describe an organic reaction: reactants, conditions, products, and yield Reactants: C(C)(=O)C1=CC=[N+](C=C1)[O-] (4-acetylpyridine 1-oxide), C1(CCCCC1)C(=O)NN (cyclohexanecarboxylic acid hydrazide), C(C)O (ethanol). Product: N1=CC=C(C=C1)C(C)=N[NH+](C(=O)C1CCCCC1)[O-] (cyclohexanecarboxylic acid [1-(4-pyridinyl)ethylidene]hydrazide 1-oxide). Isolated yield 79.0%. Reaction SMILES: [C:1]([C:4]1[CH:9]=[CH:8][N+:7]([O-])=[CH:6][CH:5]=1)(=O)[CH3:2].[CH:11]1([C:17]([NH:19][NH2:20])=[O:18])[CH2:16][CH2:15][CH2:14][CH2:13][CH2:12]1.C([OH:23])C>>[N:7]1[CH:8]=[CH:9][C:4]([C:1](=[N:20][NH+:19]([O-:23])[C:17]([CH:11]2[CH2:16][CH2:15][CH2:14][CH2:13][CH2:12]2)=[O:18])[CH3:2])=[CH:5][CH:6]=1. Reported procedure: A mixture of 5.48 gm (0.04 mole) of 4-acetylpyridine 1-oxide, 5.68 gm (0.04 mole) of cyclohexanecarboxylic acid hydrazide and 100 ml of absolute ethanol is refluxed 4 hours. The reaction mixture is concentrated in vacuo to dryness to give a solid. The solid is crystallized from isopropanol to furnish 8.20 gm (79%) of the title compound; mp 245.3°.